This data is from the Open Reaction Database (ORD), a public repository of structured organic reaction records. The task is: describe an organic reaction: reactants, conditions, products, and yield Starting materials: CNC (dimethylamine), C1CCOC1 (THF), BrC=1C(N(C(=CC1OCC1=C(C=C(C=C1)F)F)CN(C)C)C1=C(C=CC=C1F)F)=O (3-bromo-4-[(2,4-difluorobenzyl)oxy]-1-(2,6-difluorophenyl)-6-[(dimethylamino) -methyl]pyridin-2(1H)-one), aldehyde. The product is BrC=1C(N(C(=CC1OCC1=C(C=C(C=C1)F)F)CN(C)C)CC=1C=NC=CC1)=O (3-bromo-4-[(2,4-difluorobenzyl)oxy]-6-[(dimethylamino)methyl]-1-(pyridin-3-ylmethyl)pyridin-2(1H)-one), colorless oil. Yield: 34.0%. Reaction SMILES: [Br:1][C:2]1[C:3](=[O:30])[N:4]([C:22]2[C:27](F)=[CH:26]C=CC=2F)[C:5]([CH2:18][N:19]([CH3:21])[CH3:20])=[CH:6][C:7]=1[O:8][CH2:9][C:10]1[CH:15]=[CH:14][C:13]([F:16])=[CH:12][C:11]=1[F:17].C[NH:32][CH3:33].[CH2:34]1COC[CH2:35]1>>[Br:1][C:2]1[C:3](=[O:30])[N:4]([CH2:22][C:27]2[CH:26]=[N:32][CH:33]=[CH:34][CH:35]=2)[C:5]([CH2:18][N:19]([CH3:20])[CH3:21])=[CH:6][C:7]=1[O:8][CH2:9][C:10]1[CH:15]=[CH:14][C:13]([F:16])=[CH:12][C:11]=1[F:17]. Reported procedure: The title compound was prepared in a similar manner to the procedure outlined below for 3-bromo-4-[(2,4-difluorobenzyl)oxy]-1-(2,6-difluorophenyl)-6-[(dimethylamino) -methyl]pyridin-2(1H)-one using the aldehyde (300 mg, 0.85 mmol) described above and 2.0 N THF solution of dimethylamine (500 μL, 1 mmol) to give 110 mg (34%) of a colorless oil. The oil was then dissolved in MeOH (1 mL) and stirred with fumaric acid (25 mg) for 1 h. The resulting precipitate was filtered, washed with diethyl ether,... Reactants: E2, C1(CC1)CBr (cyclopropylmethyl bromide), FC1=C(C=CC=C1F)C1(CNCC1)O (3-(2,3-difluorophenyl)-pyrrolidin-3-ol), C([O-])([O-])=O.[K+].[K+] (potassium carbonate). The solvent is C(C)#N (acetonitrile). Reaction conditions: time 2 hour. Yields the product C1(CC1)CN1CC(CC1)(O)C1=C(C(=CC=C1)F)F ((−)-1-(CYCLOPROPYLMETHYL)-3-(2,3-DIFLUOROPHENYL)PYRROLIDIN-3-OL). RXN SMILES: [F:1][C:2]1[C:7]([F:8])=[CH:6][CH:5]=[CH:4][C:3]=1[C:9]1([OH:14])[CH2:13][CH2:12][NH:11][CH2:10]1.C(=O)([O-])[O-].[K+].[K+].[CH:21]1([CH2:24]Br)[CH2:23][CH2:22]1>C(#N)C>[CH:21]1([CH2:24][N:11]2[CH2:12][CH2:13][C:9]([C:3]3[CH:4]=[CH:5][CH:6]=[C:7]([F:8])[C:2]=3[F:1])([OH:14])[CH2:10]2)[CH2:23][CH2:22]1 |f:1.2.3|. Procedure details: Preparation according to Example 43: Enantiomer E2 of 3-(2,3-difluorophenyl)-pyrrolidin-3-ol (0.58 g, 2.9 mmol), acetonitrile (20 mL), potassium carbonate (0.69 g, 5 mmol), cyclopropylmethyl bromide (0.308 mL, 3.18 mmol). Stirred 2 h at ambient temperature and 2×5 min at 40° C.; Purification by flash chromatography on silica gel (ethyl acetate/methanol, 4:1) Yield: 0.28 g. [α]D=−14.3° (methanol). The amine was converted to the oxalic acid salt and recrystallized from ethanol/diethyl ether: M.p. ...